From a dataset of the Open Reaction Database (ORD), a public repository of structured organic reaction records. describe an organic reaction: reactants, conditions, products, and yield Reactants: NCC=1C=NC=CC1 (3-(aminomethyl)pyridine), NCC1=NC=C(N=C1)C (2-(aminomethyl)-5-methylpyrazine), FC1=CC=C(CN2N=CN(C2=O)C2=CC(=C(S2)C(=O)O)C)C=C1 (5-(1-(4-fluorobenzyl)-5-oxo-1H-1,2,4-triazol-4(5H)-yl)-3-methylthiophene-2-carboxylic acid). Product: FC1=CC=C(CN2N=CN(C2=O)C2=CC(=C(S2)C(=O)NCC2=NC=C(N=C2)C)C)C=C1 (5-(1-(4-fluorobenzyl)-5-oxo-1H-1,2,4-triazol-4(5H)-yl)-3-methyl-N-((5-methylpyrazin-2-yl)methyl)thiophene-2-carboxamide). Isolated yield 76.0%. Reaction SMILES: NCC1C=NC=CC=1.[NH2:9][CH2:10][C:11]1[CH:16]=[N:15][C:14]([CH3:17])=[CH:13][N:12]=1.[F:18][C:19]1[CH:40]=[CH:39][C:22]([CH2:23][N:24]2[C:28](=[O:29])[N:27]([C:30]3[S:34][C:33]([C:35](O)=[O:36])=[C:32]([CH3:38])[CH:31]=3)[CH:26]=[N:25]2)=[CH:21][CH:20]=1>>[F:18][C:19]1[CH:40]=[CH:39][C:22]([CH2:23][N:24]2[C:28](=[O:29])[N:27]([C:30]3[S:34][C:33]([C:35]([NH:9][CH2:10][C:11]4[CH:16]=[N:15][C:14]([CH3:17])=[CH:13][N:12]=4)=[O:36])=[C:32]([CH3:38])[CH:31]=3)[CH:26]=[N:25]2)=[CH:21][CH:20]=1. Reported procedure: Following the procedure as described in Example 31, making variations as required to replace 3-(aminomethyl)pyridine with 2-(aminomethyl)-5-methylpyrazine to react with 5-(1-(4-fluorobenzyl)-5-oxo-1H-1,2,4-triazol-4(5H)-yl)-3-methylthiophene-2-carboxylic acid, the title compound was obtained as a colorless solid in 76% yield: mp 189-191° C.; 1H NMR (300 MHz, CDCl3) δ 8.52 (s, 1H), 8.40 (s, 1H), 7.72 (s, 1H), 7.41-7.34 (m, 2H), 7.07-6.99 (m, 2H), 6.98 (t, J=4.7 Hz, 1H), 6.92 (s, 1H), 4.96 (s, 2H)... Reactants: O=C(c1sccc1Cl)C1CCNCC1, Cl, CC(=O)NC1CCC(CC=O)CC1. Yields the product CC(=O)NC1CCC(CCN2CCC(C(=O)c3sccc3Cl)CC2)CC1. RXN SMILES: [Cl:2][c:3]1[c:4]([C:8](=[O:9])[CH:10]2[CH2:11][CH2:12][NH:13][CH2:14][CH2:15]2)[s:5][cH:6][cH:7]1.[ClH:1].[O:16]=[CH:17][CH2:18][CH:19]1[CH2:20][CH2:21][CH:22]([NH:25][C:26]([CH3:27])=[O:28])[CH2:23][CH2:24]1>>[Cl:2][c:3]1[c:4]([C:8](=[O:9])[CH:10]2[CH2:11][CH2:12][N:13]([CH2:17][CH2:18][CH:19]3[CH2:20][CH2:21][CH:22]([NH:25][C:26]([CH3:27])=[O:28])[CH2:23][CH2:24]3)[CH2:14][CH2:15]2)[s:5][cH:6][cH:7]1. Reactants: [Cl-].[NH4+] (ammonium chloride), C(C(=O)Cl)(=O)Cl (Oxalyl chloride), CS(=O)C (dimethyl sulfoxide), C(C(C)C)C(CO)CC=C (2-isobutylpent-4-en-1-ol). Solvent: C(C)N(CC)CC (Triethylamine), C(Cl)Cl (methylene chloride), C(Cl)Cl (methylene chloride). Conditions: temperature -78 celsius, time 1 hour. Product: C(C(C)C)C(C=O)CC=C (2-Isobutyl-4-pentenal). Reaction SMILES: C(Cl)(=O)C(Cl)=O.CS(C)=O.[CH2:11]([CH:15]([CH2:18][CH:19]=[CH2:20])[CH2:16][OH:17])[CH:12]([CH3:14])[CH3:13].[Cl-].[NH4+]>C(Cl)Cl.C(N(CC)CC)C>[CH2:11]([CH:15]([CH2:18][CH:19]=[CH2:20])[CH:16]=[O:17])[CH:12]([CH3:14])[CH3:13] |f:3.4|. Procedure: Oxalyl chloride (5.45 g, 43 mmol) was dissolved in methylene chloride (50 mL), and the solution was cooled to −78° C. Then, dimethyl sulfoxide (6.1 mL) was added dropwise thereto. To the mixture, a methylene chloride (40 mL) solution of 2-isobutylpent-4-en-1-ol (4.9 g, 34 mmol) was subsequently added dropwise, and the mixture was stirred at this temperature for 1 hour. Triethylamine (24 mL) was added thereto, and the mixture was brought to room temperature. A saturated aqueous solution of ammoni... Reactants: BrCC1=CC=C(C=C1)S(=O)(=O)C (1-bromomethyl-4-methanesulfonylbenzene), CC(CC(C)=O)=O (pentane-2,4-dione), [H-].[Na+] (sodium hydride). Solvent: CN(C=O)C (N,N-dimethylformamide), Cl (hydrochloric acid), CN(C=O)C (N,N-dimethylformamide), CN(C=O)C (N,N-dimethylformamide). Run at time 17 hour. Product: CS(=O)(=O)C1=CC=C(CC(C(C)=O)C(C)=O)C=C1 (3-(4-methanesulfonylbenzyl)pentane-2,4-dione). Reaction SMILES: [CH3:1][C:2](=[O:7])[CH2:3][C:4](=[O:6])[CH3:5].[H-].[Na+].Br[CH2:11][C:12]1[CH:17]=[CH:16][C:15]([S:18]([CH3:21])(=[O:20])=[O:19])=[CH:14][CH:13]=1>CN(C)C=O.Cl>[CH3:21][S:18]([C:15]1[CH:16]=[CH:17][C:12]([CH2:11][CH:3]([C:2](=[O:7])[CH3:1])[C:4](=[O:6])[CH3:5])=[CH:13][CH:14]=1)(=[O:19])=[O:20] |f:1.2|. Procedure details: A solution of pentane-2,4-dione (4.4 g) in N,N-dimethylformamide (10 mL) was added dropwise over a period of 15 minutes to a stirred suspension of sodium hydride (60% in oil, 1.7 g) in N,N-dimethylformamide (50 mL) at −5° C. The mixture was warmed to room temperature over 20 minutes and a solution of 1-bromomethyl-4-methanesulfonylbenzene (10 g) in N,N-dimethylformamide (20 mL) was added dropwise over a period of 10 minutes. The resulting mixture was stirred at room temperature for 17 hours and ... Reactants: COC1=CC=C(C=C1)N1N=C(C=C1CCC=O)CCC (3-(1-(4-methoxyphenyl)-3-propyl-1H-pyrazol-5-yl)propanal), FC1=C(C=CC=C1)N1CCNCC1 (1-(2-fluorophenyl)piperazine), [BH3-]C#N.[Na+] (NaCNBH3). The product is FC1=C(C=CC=C1)N1CCN(CC1)CCCC1=CC(=NN1C1=CC=C(C=C1)OC)CCC (1-(2-fluorophenyl)-4-(3-(1-(4-methoxyphenyl)-3-propyl-1H-pyrazol-5-yl)propyl)piperazine). RXN SMILES: [CH3:1][O:2][C:3]1[CH:8]=[CH:7][C:6]([N:9]2[C:13]([CH2:14][CH2:15][CH:16]=O)=[CH:12][C:11]([CH2:18][CH2:19][CH3:20])=[N:10]2)=[CH:5][CH:4]=1.[F:21][C:22]1[CH:27]=[CH:26][CH:25]=[CH:24][C:23]=1[N:28]1[CH2:33][CH2:32][NH:31][CH2:30][CH2:29]1.[BH3-]C#N.[Na+]>>[F:21][C:22]1[CH:27]=[CH:26][CH:25]=[CH:24][C:23]=1[N:28]1[CH2:33][CH2:32][N:31]([CH2:16][CH2:15][CH2:14][C:13]2[N:9]([C:6]3[CH:7]=[CH:8][C:3]([O:2][CH3:1])=[CH:4][CH:5]=3)[N:10]=[C:11]([CH2:18][CH2:19][CH3:20])[CH:12]=2)[CH2:30][CH2:29]1 |f:2.3|. Reported procedure: 114 mg (66.0%) of target compound was obtained by using a method same as in Example 1 by using 3-(1-(4-methoxyphenyl)-3-propyl-1H-pyrazol-5-yl)propanal (107.73 mg, 0.396 mmol), 1-(2-fluorophenyl)piperazine (82.22 mL, 0.514 mmol), and NaCNBH3 (74.58 mg, 1.187 mmol). The reactants are P(OC)(OC)[O-] (dimethyl phosphite), O (water), C1(CCCC1)N (cyclopentyl amine). Run in CO (methanol), CO (methanol). Yields the product CP([O-])([O-])=O.C1(CCCC1)[NH3+].C1(CCCC1)[NH3+] (cyclopentyl ammoniummethyl phosphonate). Yield: 99.0%. RXN SMILES: [P:1]([O-:6])([O:4]C)[O:2]C.O.[CH:8]1([NH2:13])[CH2:12][CH2:11][CH2:10][CH2:9]1>CO>[CH3:8][P:1](=[O:6])([O-:4])[O-:2].[CH:8]1([NH3+:13])[CH2:12][CH2:11][CH2:10][CH2:9]1.[CH:8]1([NH3+:13])[CH2:12][CH2:11][CH2:10][CH2:9]1 |f:4.5.6|. Reported procedure: A mixture of 11 g. (0.1 moles) of dimethyl phosphite, 20 ml. of water and 20 ml. of methanol is reacted with a mixture of 8.51 g. (0.1 moles) of cyclopentyl amine and 30 ml. of methanol as described in Example 1. 18.0 g. of cyclopentyl ammoniummethyl phosphonate are obtained.